This data is from the Open Reaction Database (ORD), a public repository of structured organic reaction records. The task is: describe an organic reaction: reactants, conditions, products, and yield The reactants are CC(C)C[Al]CC(C)C, CCOC(=O)C=CC=Cc1ccc(C(F)(F)F)cc1. The product is OCC=CC=Cc1ccc(C(F)(F)F)cc1. Reaction SMILES: [CH2:20]([Al:21][CH2:22][CH:23]([CH3:24])[CH3:25])[CH:26]([CH3:27])[CH3:28].[F:1][C:2]([c:3]1[cH:4][cH:5][c:6]([CH:9]=[CH:10][CH:11]=[CH:12][C:13](=[O:14])[O:15][CH2:16][CH3:17])[cH:7][cH:8]1)([F:18])[F:19]>>[F:1][C:2]([c:3]1[cH:4][cH:5][c:6]([CH:9]=[CH:10][CH:11]=[CH:12][CH2:13][OH:14])[cH:7][cH:8]1)([F:18])[F:19]. Reactants: C(C1=CC=CC=C1)C1=C(C2=C(S1)C=CC=C2)C2=CC=C(C=C2)C2=CC=C(C=C2)O (4′-(2-Benzyl-benzo[b]thiophen-3-yl)-biphenyl-4-ol), ClS(=O)(=O)C1=CC(=C(C(=O)O)C=C1)O (4-chlorosulfonyl-2-hydroxy-benzoic acid). The product is C(C1=CC=CC=C1)C1=C(C2=C(S1)C=CC=C2)C2=CC=C(C=C2)C2=CC=C(C=C2)OS(=O)(=O)C2=CC(=C(C(=O)O)C=C2)O (4-[4′-(2-Benzyl-benzo[b]thiophen-3-yl)-biphenyl-4-yloxysulfonyl]-2-hydroxy-benzoic acid). RXN SMILES: [CH2:1]([C:8]1[S:12][C:11]2[CH:13]=[CH:14][CH:15]=[CH:16][C:10]=2[C:9]=1[C:17]1[CH:22]=[CH:21][C:20]([C:23]2[CH:28]=[CH:27][C:26]([OH:29])=[CH:25][CH:24]=2)=[CH:19][CH:18]=1)[C:2]1[CH:7]=[CH:6][CH:5]=[CH:4][CH:3]=1.Cl[S:31]([C:34]1[CH:42]=[CH:41][C:37]([C:38]([OH:40])=[O:39])=[C:36]([OH:43])[CH:35]=1)(=[O:33])=[O:32]>>[CH2:1]([C:8]1[S:12][C:11]2[CH:13]=[CH:14][CH:15]=[CH:16][C:10]=2[C:9]=1[C:17]1[CH:22]=[CH:21][C:20]([C:23]2[CH:24]=[CH:25][C:26]([O:29][S:31]([C:34]3[CH:42]=[CH:41][C:37]([C:38]([OH:40])=[O:39])=[C:36]([OH:43])[CH:35]=3)(=[O:33])=[O:32])=[CH:27][CH:28]=2)=[CH:19][CH:18]=1)[C:2]1[CH:3]=[CH:4][CH:5]=[CH:6][CH:7]=1. Procedure details: The title compound was prepared from 4′-(2-Benzyl-benzo[b]thiophen-3-yl)-biphenyl-4-ol and 4-chlorosulfonyl-2-hydroxy-benzoic acid, in substantially the same manner, as described in Example 1 step g, and was obtained as a white solid, mp 236-238° C.; MS m/e 591 (M-H)+; The reactants are CS(=O)(=O)Cl (methanesulfonyl chloride), NC1=CC=C(C=C1)S(=O)(=O)C=CC#N (3-(4-aminobenzenesufonyl)acrylonitrile). Solvent: C(Cl)(Cl)Cl (chloroform), N1=CC=CC=C1 (pyridine), N1=CC=CC=C1 (pyridine). Reaction conditions: time 48 hour. Product: CS(=O)(=O)NC1=CC=C(C=C1)S(=O)(=O)C=CC#N (3-(4-METHANESULFONAMIDOBENZENESULFONYL)ACRYLONITRILE). RXN SMILES: [CH3:1][S:2](Cl)(=[O:4])=[O:3].[NH2:6][C:7]1[CH:12]=[CH:11][C:10]([S:13]([CH:16]=[CH:17][C:18]#[N:19])(=[O:15])=[O:14])=[CH:9][CH:8]=1>C(Cl)(Cl)Cl.N1C=CC=CC=1>[CH3:1][S:2]([NH:6][C:7]1[CH:8]=[CH:9][C:10]([S:13]([CH:16]=[CH:17][C:18]#[N:19])(=[O:15])=[O:14])=[CH:11][CH:12]=1)(=[O:4])=[O:3]. Procedure: 23 grams (0.2 mol) of methanesulfonyl chloride (CH3SO2Cl) are dissolved in 600 milliliters of chloroform, and 42 grams (0.2 mol) of 3-(4-aminobenzenesufonyl)acrylonitrile, prepared as described in copending application Ser. No. 228,410 filed Feb. 22, 1972, are added with stirring and cooling in an ice bath followed portionwise by a solution of 16 g (0.2 mol) of pyridine in 200 ml of pyridine. The reaction mixture is allowed to reach room temperature and is thereafter left at about 20° C for abou...